Dataset: the Open Reaction Database (ORD), a public repository of structured organic reaction records. Task: describe an organic reaction: reactants, conditions, products, and yield The reactants are BrCc1ccccc1, COc1c(C)c(Cc2cccc(O)c2C=O)c(OC)c(OC)c1OC, CC(C)=O, [Na+], [Na+], O=C([O-])[O-]. Yields the product COc1c(C)c(Cc2cccc(OCc3ccccc3)c2C=O)c(OC)c(OC)c1OC. RXN SMILES: [Br:32][CH2:33][c:34]1[cH:35][cH:36][cH:37][cH:38][cH:39]1.[CH3:1][O:2][c:3]1[c:4]([CH3:25])[c:5]([CH2:6][c:7]2[cH:8][cH:9][cH:10][c:11]([OH:15])[c:12]2[CH:13]=[O:14])[c:16]([O:23][CH3:24])[c:17]([O:21][CH3:22])[c:18]1[O:19][CH3:20].[CH3:40][C:41](=[O:42])[CH3:43].[Na+:26].[Na+:27].[O-:28][C:29](=[O:30])[O-:31]>>[CH3:1][O:2][c:3]1[c:4]([CH3:25])[c:5]([CH2:6][c:7]2[cH:8][cH:9][cH:10][c:11]([O:15][CH2:33][c:34]3[cH:35][cH:36][cH:37][cH:38][cH:39]3)[c:12]2[CH:13]=[O:14])[c:16]([O:23][CH3:24])[c:17]([O:21][CH3:22])[c:18]1[O:19][CH3:20]. Starting materials: C1CCC2=NCCCN2CC1, O=C(NCC(O)C1CC1)c1ccc(Cl)nn1, O=C(c1ccccc1C(F)(F)F)N1CCNCC1, CN(C)C=O, O. Product: O=C(NCC(O)C1CC1)c1ccc(N2CCN(C(=O)c3ccccc3C(F)(F)F)CC2)nn1. RXN SMILES: [CH2:17]1[CH2:18][CH2:19][C:20]2=[N:25][CH2:24][CH2:23][CH2:22][N:21]2[CH2:26][CH2:27]1.[CH:1]1([CH:4]([CH2:5][NH:6][C:7](=[O:8])[c:9]2[n:10][n:11][c:12]([Cl:15])[cH:13][cH:14]2)[OH:16])[CH2:2][CH2:3]1.[N:28]1([C:34](=[O:35])[c:36]2[c:37]([C:42]([F:43])([F:44])[F:45])[cH:38][cH:39][cH:40][cH:41]2)[CH2:29][CH2:30][NH:31][CH2:32][CH2:33]1.[O:47]=[CH:48][N:49]([CH3:50])[CH3:51].[OH2:46]>>[CH:1]1([CH:4]([CH2:5][NH:6][C:7](=[O:8])[c:9]2[n:10][n:11][c:12]([N:31]3[CH2:30][CH2:29][N:28]([C:34](=[O:35])[c:36]4[c:37]([C:42]([F:43])([F:44])[F:45])[cH:38][cH:39][cH:40][cH:41]4)[CH2:33][CH2:32]3)[cH:13][cH:14]2)[OH:16])[CH2:2][CH2:3]1. Starting materials: NC1=NC(=C2N=CN(C2=N1)CCCN=[N+]=[N-])OCC1=CC=C(CNC(C(F)(F)F)=O)C=C1 (N-[4-(2-Amino-9-(3-azidopropyl)-purine-6-yloxymethyl)-benzyl]-2,2,2-trifluoro-acetamide), CP(C)C (trimethylphospine). Solvent: O1CCOCC1.O (1,4-dioxane H2O). Reaction conditions: time 3 hour. The product is NC1=NC(=C2N=CN(C2=N1)CCCN)OCC1=CC=C(CNC(C(F)(F)F)=O)C=C1 (N-[4-(2-Amino-9-(3-aminopropyl)-purine-6-yloxymethyl)-benzyl]-2,2,2-trifluoro-acetamide). As a reaction SMILES: [NH2:1][C:2]1[N:10]=[C:9]2[C:5]([N:6]=[CH:7][N:8]2[CH2:11][CH2:12][CH2:13][N:14]=[N+]=[N-])=[C:4]([O:17][CH2:18][C:19]2[CH:32]=[CH:31][C:22]([CH2:23][NH:24][C:25](=[O:30])[C:26]([F:29])([F:28])[F:27])=[CH:21][CH:20]=2)[N:3]=1.CP(C)C>O1CCOCC1.O>[NH2:1][C:2]1[N:10]=[C:9]2[C:5]([N:6]=[CH:7][N:8]2[CH2:11][CH2:12][CH2:13][NH2:14])=[C:4]([O:17][CH2:18][C:19]2[CH:20]=[CH:21][C:22]([CH2:23][NH:24][C:25](=[O:30])[C:26]([F:27])([F:29])[F:28])=[CH:31][CH:32]=2)[N:3]=1 |f:2.3|. Procedure details: Azide 23 (Example 10, 100 mg, 0.23 mmol) is dissolved in 0.9 mL of 1,4-dioxane/H2O (8:1), and 0.3 mL of a trimethylphospine solution (1 M in THF) is added. The reaction is stirred at room temperature for 3 h, then all volatiles are removed in vacuo. The crude product is purified by flash column chromatography with dichloromethane/methanol (95:5 to 10:1). Yield: 87 mg (0.021 mmol, 91%). Reactants: COC(=O)C=1N=CC(=NC1)N1[C@@H](CN(CC1)C=1N=NC(=C(C1C)C)Cl)C ((R)-4-(6-Chloro-4,5-dimethyl-pyridazin-3-yl)-2-methyl-3,4,5,6-tetrahydro-2H-[1,2′]bipyrazinyl-5′-carboxylic acid methyl ester), COC(=O)C=1N=CC(=NC1)N1[C@@H](CN(CC1)C=1N=NC(=C(C1C)C)Cl)C ((R)-4-(6-Chloro-4,5-dimethyl-pyridazin-3-yl)-2-methyl-3,4,5,6-tetrahydro-2H-[1,2′]bipyrazinyl-5′-carboxylic acid methyl ester), NC1=CC=CC=C1 (aniline). Run at temperature 190 celsius. The product is C1(=CC=CC=C1)NC(=O)C=1N=CC(=NC1)N1[C@@H](CN(CC1)C=1N=NC(=C(C1C)C)NC1=CC=CC=C1)C ((R)-4-(4,5-Dimethyl-6-phenylamino-pyridazin-3-yl)-2-methyl-3,4,5,6-tetra-hydro-2H-[1,2′]bipyrazinyl-5′-carboxylic acid penylamide). As a reaction SMILES: CO[C:3]([C:5]1[N:6]=[CH:7][C:8]([N:11]2[CH2:16][CH2:15][N:14]([C:17]3[N:18]=[N:19][C:20](Cl)=[C:21]([CH3:24])[C:22]=3[CH3:23])[CH2:13][C@H:12]2[CH3:26])=[N:9][CH:10]=1)=[O:4].[NH2:27][C:28]1[CH:33]=[CH:32][CH:31]=[CH:30][CH:29]=1>>[C:28]1([NH:27][C:3]([C:5]2[N:6]=[CH:7][C:8]([N:11]3[CH2:16][CH2:15][N:14]([C:17]4[N:18]=[N:19][C:20]([NH:27][C:28]5[CH:33]=[CH:32][CH:31]=[CH:30][CH:29]=5)=[C:21]([CH3:24])[C:22]=4[CH3:23])[CH2:13][C@H:12]3[CH3:26])=[N:9][CH:10]=2)=[O:4])[CH:33]=[CH:32][CH:31]=[CH:30][CH:29]=1. Reported procedure: To (R)-4-(6-chloro-4,5-dimethyl-pyridazin-3-yl)-2-methyl-3,4,5,6-tetrahydro-2H-[1,2′]bipyrazinyl-5′-carboxylic acid methyl ester (compound 54, 250 mg, 0.663 mmol) is added aniline (2.4 mL, 26.5 mmol) in a microwave tube. The reaction mixture is heated at 190° C. for 30 min in a microwave reactor. The reaction mixture is loaded on silica gel and purified by flash chromatography, eluting with 50%-100% EtOAc:heptane for six column volumes, followed with 3%-10% MeOH in DCM. Both example 3 and 4 are ... Reaction SMILES: [CH3:1][N:2]1[CH:10]=[C:9]2[C:4]([C:5]([C:11]#[N:12])=[CH:6][CH:7]=[CH:8]2)=[N:3]1>CO.N.[Ni]>[CH3:1][N:2]1[CH:10]=[C:9]2[C:4]([C:5]([CH2:11][NH2:12])=[CH:6][CH:7]=[CH:8]2)=[N:3]1. The reactants are CN1N=C2C(=CC=CC2=C1)C#N (2-methyl-2H-indazole-7-carbonitrile). Solvent: CO (methanol), N (ammonia). Conditions: time 3.5 hour. The product is CN1N=C2C(=CC=CC2=C1)CN ((2-methyl-2H-indazol-7-yl)methanamine). Reagents/catalysts: [Ni] (Raney Nickel). Reported procedure: To a solution of 2-methyl-2H-indazole-7-carbonitrile (1 equiv.) in methanol and aq. ammonia solution (9:1), catalytic amount of Raney Nickel was added. Reaction mass was stirred at room temperature under hydrogen pressure (balloon pressure) for 2-5 h. On completion of reaction, it was filtered through celite bed and filtrate was concentrated under reduce pressure to afford the title compound (quant. yield). The reactants are solution, COC(CN(C(C1=CC=C(C=C1)Cl)=O)C1=CC=CC=C1)=O (N-(p-chlorobenzoyl)phenylglycine methyl ester), C(C=C)#N (acrylonitrile), C1CCC2=NCCCN2CC1 (1,8-diazabicyclo[5.4.0]-7-undecene). Solvent: ClCCl (dichloromethane). Run at time 16 hour. Yields the product COC(CN(C(C1=CC=C(C=C1)Cl)=O)C1=C(C=CC=C1)CCC#N)=O (N-(p-Chlorobenzoyl)-2-(2-cyanoethyl)phenylglycine methyl ester). The yield is 82.3%. As a reaction SMILES: [CH3:1][O:2][C:3](=[O:21])[CH2:4][N:5]([C:15]1[CH:20]=[CH:19][CH:18]=[CH:17][CH:16]=1)[C:6](=[O:14])[C:7]1[CH:12]=[CH:11][C:10]([Cl:13])=[CH:9][CH:8]=1.[C:22](#[N:25])[CH:23]=[CH2:24].C1CCN2C(=NCCC2)CC1>ClCCl>[CH3:1][O:2][C:3](=[O:21])[CH2:4][N:5]([C:15]1[CH:20]=[CH:19][CH:18]=[CH:17][C:16]=1[CH2:24][CH2:23][C:22]#[N:25])[C:6](=[O:14])[C:7]1[CH:12]=[CH:11][C:10]([Cl:13])=[CH:9][CH:8]=1. Reported procedure: To 100 ml of a solution of 6.0 g of N-(p-chlorobenzoyl)phenylglycine methyl ester in dichloromethane were added 1.6 g of acrylonitrile and 3.6 g of 1,8-diazabicyclo[5.4.0]-7-undecene followed by stirring at room temperature for 16 hours. The solvent was distilled off and 100 ml of ethyl ether were added to the resulting residue. The mixture was washed with two 100 ml portions of water, and the organic layer was separated off and dried over magnesium sulphate. The solvent was distilled off and th...